Task: describe an organic reaction: reactants, conditions, products, and yield. Dataset: the Open Reaction Database (ORD), a public repository of structured organic reaction records The reactants are CC(C)C1=CC(=C(C(=C1)C(C)C)C2=C(C=CC=C2)P(C3CCCCC3)C4CCCCC4)C(C)C (XPhos), ClC1=C(C(=NC2=CC(=CC=C12)F)C1=NC=CC=C1)C (4-chloro-7-fluoro-3-methyl-2-(pyridin-2-yl)quinoline), NC=1C=C(C=C(C1)N1CCOCC1)NC(=O)C1CC1 (N-(3-amino-5-morpholinophenyl)cyclopropanecarboxamide), C([O-])([O-])=O.[K+].[K+] (potassium carbonate). Reagents/catalysts: C(C)(=O)[O-].[Pd+2].C(C)(=O)[O-] (palladium (II) acetate). Run in C(C)(C)(C)O (tert-butanol). Yields the product FC1=CC=C2C(=C(C(=NC2=C1)C1=NC=CC=C1)C)NC=1C=C(C=C(C1)N1CCOCC1)NC(=O)C1CC1 (N-(3-((7-fluoro-3-methyl-2-(2-pyridinyl)-4-quinolinyl)amino)-5-(4-morpholinyl)phenyl)cyclopropanecarboxamide). RXN SMILES: CC(C1C=C(C(C)C)C(C2C=CC=CC=2P(C2CCCCC2)C2CCCCC2)=C(C(C)C)C=1)C.Cl[C:36]1[C:45]2[C:40](=[CH:41][C:42]([F:46])=[CH:43][CH:44]=2)[N:39]=[C:38]([C:47]2[CH:52]=[CH:51][CH:50]=[CH:49][N:48]=2)[C:37]=1[CH3:53].[NH2:54][C:55]1[CH:56]=[C:57]([NH:67][C:68]([CH:70]2[CH2:72][CH2:71]2)=[O:69])[CH:58]=[C:59]([N:61]2[CH2:66][CH2:65][O:64][CH2:63][CH2:62]2)[CH:60]=1.C(=O)([O-])[O-].[K+].[K+]>C([O-])(=O)C.[Pd+2].C([O-])(=O)C.C(O)(C)(C)C>[F:46][C:42]1[CH:41]=[C:40]2[C:45]([C:36]([NH:54][C:55]3[CH:56]=[C:57]([NH:67][C:68]([CH:70]4[CH2:71][CH2:72]4)=[O:69])[CH:58]=[C:59]([N:61]4[CH2:66][CH2:65][O:64][CH2:63][CH2:62]4)[CH:60]=3)=[C:37]([CH3:53])[C:38]([C:47]3[CH:52]=[CH:51][CH:50]=[CH:49][N:48]=3)=[N:39]2)=[CH:44][CH:43]=1 |f:3.4.5,6.7.8|. Procedure: Prepared according to Procedure X by stirring palladium (II) acetate (1.1 mg, 4.78 μmol), XPhos (6.8 mg, 0.014 mmol), 4-chloro-7-fluoro-3-methyl-2-(pyridin-2-yl)quinoline (0.026 g, 0.096 mmol), N-(3-amino-5-morpholinophenyl)cyclopropanecarboxamide (0.025 g, 0.096 mmol), potassium carbonate (0.033 g, 0.239 mmol), and tert-butanol (1 mL) at 110° C. for 1 hour. Purification by column chromatography (silica; 0-10% methanol in DCM) afforded N-(3-((7-fluoro-3-methyl-2-(2-pyridinyl)-4-quinolinyl)amino)... Starting materials: COC(=O)c1c(-c2cccc(F)c2)c2cc(OCc3ccccc3)ccc2c(=O)n1CC(C)C, CO, COCCOC, CN(C)C=O, O=C(Cl)C(=O)Cl, Cl, [Li+], C1CCOC1, [OH-], O, O. The product is CC(C)Cn1c(CO)c(-c2cccc(F)c2)c2cc(OCc3ccccc3)ccc2c1=O. Reaction SMILES: [CH2:1]([c:2]1[cH:3][cH:4][cH:5][cH:6][cH:7]1)[O:8][c:9]1[cH:10][c:11]2[c:12](-[c:28]3[cH:29][c:30]([F:34])[cH:31][cH:32][cH:33]3)[c:13]([C:24](=[O:25])[O:26][CH3:27])[n:14]([CH2:20][CH:21]([CH3:22])[CH3:23])[c:15](=[O:19])[c:16]2[cH:17][cH:18]1.[CH3:50][OH:51].[CH3:52][O:53][CH2:54][CH2:55][O:56][CH3:57].[CH3:58][N:59]([CH3:60])[CH:61]=[O:62].[Cl:39][C:40]([C:41]([Cl:42])=[O:43])=[O:44].[ClH:38].[Li+:37].[O:45]1[CH2:46][CH2:47][CH2:48][CH2:49]1.[OH-:36].[OH2:35].[OH2:63]>>[CH2:1]([c:2]1[cH:3][cH:4][cH:5][cH:6][cH:7]1)[O:8][c:9]1[cH:10][c:11]2[c:12](-[c:28]3[cH:29][c:30]([F:34])[cH:31][cH:32][cH:33]3)[c:13]([CH2:24][OH:25])[n:14]([CH2:20][CH:21]([CH3:22])[CH3:23])[c:15](=[O:19])[c:16]2[cH:17][cH:18]1. Reactants: CCO, O=C(OCc1ccccc1)N1CCC(N2CCNC2=O)CC1. The product is O=C1NCCN1C1CCNCC1. RXN SMILES: [CH3:23][CH2:24][OH:25].[O:1]=[C:2]1[N:3]([CH:7]2[CH2:8][CH2:9][N:10]([C:13]([O:14][CH2:15][c:16]3[cH:17][cH:18][cH:19][cH:20][cH:21]3)=[O:22])[CH2:11][CH2:12]2)[CH2:4][CH2:5][NH:6]1>>[O:1]=[C:2]1[N:3]([CH:7]2[CH2:8][CH2:9][NH:10][CH2:11][CH2:12]2)[CH2:4][CH2:5][NH:6]1. Starting materials: CC(=O)Nc1ccc(NC(=O)CCl)c(O)c1, Cn1ccnc1, CCOC(C)=O, O. The product is CC(=O)Nc1ccc(NC(=O)Cn2cc[n+](C)c2)c(O)c1, [Cl-]. Reaction SMILES: [C:7]([CH3:8])(=[O:9])[NH:10][c:11]1[cH:12][c:13]([OH:22])[c:14]([NH:17][C:18]([CH2:19][Cl:20])=[O:21])[cH:15][cH:16]1.[CH3:1][n:2]1[cH:3][n:4][cH:5][cH:6]1.[CH3:23][CH2:24][O:25][C:26](=[O:27])[CH3:28].[OH2:29]>>[CH3:1][n+:2]1[cH:3][n:4]([CH2:19][C:18]([NH:17][c:14]2[c:13]([OH:22])[cH:12][c:11]([NH:10][C:7]([CH3:8])=[O:9])[cH:16][cH:15]2)=[O:21])[cH:5][cH:6]1.[Cl-:20]. RXN SMILES: [Cl:1][CH:2]([CH:7]=[C:8]([Cl:10])[Cl:9])[CH2:3][C:4](O)=[O:5].S(Cl)([Cl:13])=O>>[Cl:1][CH:2]([CH:7]=[C:8]([Cl:10])[Cl:9])[CH2:3][C:4]([Cl:13])=[O:5]. Product: ClC(CC(=O)Cl)C=C(Cl)Cl (2,4,4-trichlorobut-3-enecarboxylic acid chloride). Starting materials: ClC(CC(=O)O)C=C(Cl)Cl (2,4,4-trichlorobut-3-enecarboxylic acid), S(=O)(Cl)Cl (thionyl chloride). Procedure details: 205.6 g (1.19 mols) of 2,4,4-trichlorobut-3-enecarboxylic acid [produced according to Monateshefte d. Chemie, 98, 2138 (1967)] is heated with 290 ml of thionyl chloride for 5 hours at 85° C. The reaction solution is concentrated by evaporation and subsequently distilled to obtain 209.7 g of 2,4,4-trichlorobut-3-enecarboxylic acid chloride; b.p. 75°-76° C./20 mm Hg. The spectroscopic data of the substance obtained agree with those of the products obtained according to (a). Reactants: C(C)(C)(C)OC(=O)N1C(CCC1)C1=NC2=C(N1)C=C(C=C2)C=2C=C1C=CC(=CC1=CC2)C2=CC1=C(NC(=N1)C1N(CCC1)C(=O)OC(C)(C)C)C=C2 (tert-butyl 2-(5-(6-(2-(1-(tert-butoxycarbonyl)-2-pyrrolidinyl)-1H-benzimidazol-6-yl)-2-naphthyl)-1H-benzimidazol-2-yl)-1-pyrrolidinecarboxylate), C(=O)(C(F)(F)F)O (TFA). Solvent: C(Cl)Cl (CH2Cl2). Run at time 2 hour. Product: C1=C(C=CC2=CC(=CC=C12)C1=CC2=C(NC(=N2)C2NCCC2)C=C1)C1=CC2=C(NC(=N2)C2NCCC2)C=C1 (5,5′-(2,6-naphthalenediyl)bis(2-(2-pyrrolidinyl)-1H-benzimidazole)). The yield is 99.6%. RXN SMILES: C(OC([N:8]1[CH2:12][CH2:11][CH2:10][CH:9]1[C:13]1[NH:17][C:16]2[CH:18]=[C:19]([C:22]3[CH:23]=[C:24]4[C:29](=[CH:30][CH:31]=3)[CH:28]=[C:27]([C:32]3[CH:52]=[CH:51][C:35]5[NH:36][C:37]([CH:39]6[CH2:43][CH2:42][CH2:41][N:40]6C(OC(C)(C)C)=O)=[N:38][C:34]=5[CH:33]=3)[CH:26]=[CH:25]4)[CH:20]=[CH:21][C:15]=2[N:14]=1)=O)(C)(C)C.C(O)(C(F)(F)F)=O>C(Cl)Cl>[CH:28]1[C:29]2[C:24](=[CH:23][C:22]([C:19]3[CH:20]=[CH:21][C:15]4[NH:14][C:13]([CH:9]5[CH2:10][CH2:11][CH2:12][NH:8]5)=[N:17][C:16]=4[CH:18]=3)=[CH:31][CH:30]=2)[CH:25]=[CH:26][C:27]=1[C:32]1[CH:52]=[CH:51][C:35]2[NH:36][C:37]([CH:39]3[CH2:43][CH2:42][CH2:41][NH:40]3)=[N:38][C:34]=2[CH:33]=1. Procedure: A mixture of tert-butyl 2-(5-(6-(2-(1-(tert-butoxycarbonyl)-2-pyrrolidinyl)-1H-benzimidazol-6-yl)-2-naphthyl)-1H-benzimidazol-2-yl)-1-pyrrolidinecarboxylate (591 mg. 0.844 mmol) and TFA (2 mL) in CH2Cl2 (10 mL) was stirred at ambient conditions for 2 hours. The volatile component was removed in vacuo and the resulting material was loaded onto a MCX column, flushed with methanol, released with 2.0 M NH3/methanol elution) and concentrated to provide 5,5′-(2,6-naphthalenediyl)bis(2-(2-pyrrolidinyl)... Reactants: C(C)(C)(C)[Si](OCCN1N=C(C=C1)NC(=O)C1C(C2(C(N1)CC(C)(C)C)C(NC1=CC(=CC=C12)Cl)=O)C1=C(C(=CC=C1)Cl)F)(C)C (rac-(2′S,3′R,4′S,5′R)-6-chloro-4′-(3-chloro-2-fluoro-phenyl)-2′-(2,2-dimethyl-propyl)-2-oxo-1,2-dihydro-spiro[indole-3,3′-pyrrolidine]-5′-carboxylic acid {1-[2-(tert-butyl-dimethyl-silanyloxy)-ethyl]-1H-pyrazol-3-yl}-amide), Cl (HCl). Solvent: O1CCCC1 (tetrahydrofuran). Conditions: time 0.5 hour. Yields the product OCCN1N=C(C=C1)NC(=O)C1C(C2(C(N1)CC(C)(C)C)C(NC1=CC(=CC=C12)Cl)=O)C1=C(C(=CC=C1)Cl)F (rac-(2′S,3′R,4′S,5′R)-6-chloro-4′-(3-chloro-2-fluoro-phenyl)-2′-(2,2-dimethyl-propyl)-2-oxo-1,2-dihydro-spiro[indole-3,3′-pyrrolidine]-5′-carboxylic acid [1-(2-hydroxy-ethyl)-1H-pyrazol-3-yl]-amide). Reaction SMILES: C([Si](C)(C)[O:6][CH2:7][CH2:8][N:9]1[CH:13]=[CH:12][C:11]([NH:14][C:15]([CH:17]2[NH:21][CH:20]([CH2:22][C:23]([CH3:26])([CH3:25])[CH3:24])[C:19]3([C:34]4[C:29](=[CH:30][C:31]([Cl:35])=[CH:32][CH:33]=4)[NH:28][C:27]3=[O:36])[CH:18]2[C:37]2[CH:42]=[CH:41][CH:40]=[C:39]([Cl:43])[C:38]=2[F:44])=[O:16])=[N:10]1)(C)(C)C.Cl>O1CCCC1>[OH:6][CH2:7][CH2:8][N:9]1[CH:13]=[CH:12][C:11]([NH:14][C:15]([CH:17]2[NH:21][CH:20]([CH2:22][C:23]([CH3:26])([CH3:25])[CH3:24])[C:19]3([C:34]4[C:29](=[CH:30][C:31]([Cl:35])=[CH:32][CH:33]=4)[NH:28][C:27]3=[O:36])[CH:18]2[C:37]2[CH:42]=[CH:41][CH:40]=[C:39]([Cl:43])[C:38]=2[F:44])=[O:16])=[N:10]1. Reported procedure: To a solution of rac-(2′S,3′R,4′S,5′R)-6-chloro-4′-(3-chloro-2-fluoro-phenyl)-2′-(2,2-dimethyl-propyl)-2-oxo-1,2-dihydro-spiro[indole-3,3′-pyrrolidine]-5′-carboxylic acid {1-[2-(tert-butyl-dimethyl-silanyloxy)-ethyl]-1H-pyrazol-3-yl}-amide (0.1 g, 0.15 mmol) in tetrahydrofuran (5 mL) was added aqueous HCl solution (1N, 5 mL, 5 mmol). The reaction mixture was stirred at room temperature for 0.5 h. The mixture was concentrated. The residue was partitioned between ethyl acetate and aqueous saturate...